From a dataset of the Open Reaction Database (ORD), a public repository of structured organic reaction records. describe an organic reaction: reactants, conditions, products, and yield Starting materials: COc1ccc2nc(C)ccc2c1Br, C=CC(=O)OC. The product is COC(=O)C=Cc1c(OC)ccc2nc(C)ccc12. Reaction SMILES: [Br:1][c:2]1[c:3]2[cH:4][cH:5][c:6]([CH3:14])[n:7][c:8]2[cH:9][cH:10][c:11]1[O:12][CH3:13].[C:15]([CH:16]=[CH2:17])(=[O:18])[O:19][CH3:20]>>[c:2]1([CH:17]=[CH:16][C:15](=[O:18])[O:19][CH3:20])[c:3]2[cH:4][cH:5][c:6]([CH3:14])[n:7][c:8]2[cH:9][cH:10][c:11]1[O:12][CH3:13].